Task: describe an organic reaction: reactants, conditions, products, and yield. Dataset: the Open Reaction Database (ORD), a public repository of structured organic reaction records Starting materials: ClCCl (dichloromethane), ice, FC(C(C)(O)C1=CC(=C(C=C1)OC)C)(F)F (1,1,1-trifluoro-2-(4-methoxy-3-methylphenyl)-propane-2-ol), ClCCl (dichloromethane). Reagents/catalysts: [Ti](Cl)(Cl)(Cl)Cl (titanium tetrachloride). Conditions: temperature -70 celsius, time 2 hour. Product: COC1=C(C=C(C=C1)C(C(F)(F)F)(C)C)C (1-methoxy-2-methyl-4-(2,2,2-trifluoro-1,1-dimethylethyl)benzene). RXN SMILES: [F:1][C:2]([F:16])([F:15])[C:3]([C:6]1[CH:11]=[CH:10][C:9]([O:12][CH3:13])=[C:8]([CH3:14])[CH:7]=1)(O)[CH3:4].Cl[CH2:18]Cl>[Ti](Cl)(Cl)(Cl)Cl>[CH3:13][O:12][C:9]1[CH:10]=[CH:11][C:6]([C:3]([CH3:18])([CH3:4])[C:2]([F:16])([F:15])[F:1])=[CH:7][C:8]=1[CH3:14]. Procedure details: To an ice-cold solution of 1,1,1-trifluoro-2-(4-methoxy-3-methylphenyl)-propane-2-ol (440 mg) in dichloromethane (20 ml) were added titanium tetrachloride (357 mg). Under the same temperature, it was stirred for 2 hours. Ice-cold water and dichloromethane were added to the organic layer and the organic layer was separated. The obtained organic layer was washed with saturated sodium bicarbonate solution and dried over anhydrous potassium carbonate. After removing the drying agent, the organic lay... Reactants: [Cl-].[Mg+2].[Cl-] (magnesium chloride), S(=O)(=O)([O-])[O-] (sulphate), [Ca] (calcium), [Mg] (magnesium). Product: S(=O)(=O)([O-])[O-].[Mg+2] (magnesium sulphate), S(O)(O)(=O)=O (sulphuric acid). Reaction SMILES: [Ca].[Mg:2].[Cl-].[Mg+2].[Cl-].[S:6]([O-:10])([O-:9])(=[O:8])=[O:7]>>[S:6]([O-:10])([O-:9])(=[O:8])=[O:7].[Mg+2:2].[S:6](=[O:8])(=[O:7])([OH:10])[OH:9] |f:2.3.4,6.7|. Reported procedure: Preferably the aqueous solution of calcium ions or magnesium ions of step a) is a solution of magnesium chloride. It is also preferred that the solution contains sulphate ions, preferably obtained from magnesium sulphate and/or sulphuric acid. Reactants: ClC1=C(N)C(=CC(=C1)C(F)(F)F)Cl (2,6-dichloro-4-trifluoromethylaniline), C(CCC)[Li] (n-butyllithium), C[Si](C)(C)Cl (Trimethylsilyl chloride). The solvent is CCOCC (Et2O). Conditions: temperature -78 celsius, time 2 hour. Product: C[Si](NC1=C(C=C(C=C1Cl)C(F)(F)F)Cl)(C)C (N-(trimethylsilyl)-2,6-dichloro-4-trifluoromethylaniline). RXN SMILES: [Cl:1][C:2]1[CH:8]=[C:7]([C:9]([F:12])([F:11])[F:10])[CH:6]=[C:5]([Cl:13])[C:3]=1[NH2:4].C([Li])CCC.[CH3:19][Si:20](Cl)([CH3:22])[CH3:21]>CCOCC>[CH3:19][Si:20]([CH3:22])([CH3:21])[NH:4][C:3]1[C:2]([Cl:1])=[CH:8][C:7]([C:9]([F:12])([F:11])[F:10])=[CH:6][C:5]=1[Cl:13]. Procedure: Et2O (200 mL) was added to a Schlenk flask under nitrogen containing 2,6-dichloro-4-trifluoromethylaniline (14.39 g, 62.6 mmol) and was cooled to −78° C. n-butyllithium (2.5M in hexane, 26.3 mL, 65.7 mmol) was added over 15 min to the stirred solution. The solution was stirred at −78° C. for 2 h and was then taken out of the cold bath, during which time a dark red/brown color evolved. Trimethylsilyl chloride (15.9 mL, 125 mmol) was then added dropwise to afford a light yellow slurry. This mixtur... Reactants: ClC1=C(C(=CC=C1)Cl)C1=CC2=C(N=C(N=C2)NCCCCN(CC)CC)N=C1NC(=O)NCC (1-[6-(2,6-Dichlorophenyl)-2-(4-diethylamino-butylamino)-pyrido[2,3-d]pyrimidin-7-yl]-3-ethyl-urea), Cl (hydrochloric acid). The solvent is O (water). The product is Cl.ClC1=C(C(=CC=C1)Cl)C1=CC2=C(N=C(N=C2)NCCCCN(CC)CC)N=C1NC(=O)NCC (1-[6-(2,6-Dichlorophenyl)-2-(4-diethylamino-butylamino)-pyrido[2,3-d]pyrimidin-7-yl]-3-ethyl-urea, hydrochloride salt), ClC1=C(C(=CC=C1)Cl)C1=CC2=C(N=C(N=C2)NCCCCN(CC)CC)N=C1NC(=O)NCC (1-[6-(2,6-dichlorophenyl)-2-(4-diethylamino-butylamino)-pyrido[2,3-d]pyrimidin-7-yl]-3-ethyl-urea). RXN SMILES: [Cl:1][C:2]1[CH:7]=[CH:6][CH:5]=[C:4]([Cl:8])[C:3]=1[C:9]1[C:28]([NH:29][C:30]([NH:32][CH2:33][CH3:34])=[O:31])=[N:27][C:12]2[N:13]=[C:14]([NH:17][CH2:18][CH2:19][CH2:20][CH2:21][N:22]([CH2:25][CH3:26])[CH2:23][CH3:24])[N:15]=[CH:16][C:11]=2[CH:10]=1.Cl>O>[ClH:1].[Cl:1][C:2]1[CH:7]=[CH:6][CH:5]=[C:4]([Cl:8])[C:3]=1[C:9]1[C:28]([NH:29][C:30]([NH:32][CH2:33][CH3:34])=[O:31])=[N:27][C:12]2[N:13]=[C:14]([NH:17][CH2:18][CH2:19][CH2:20][CH2:21][N:22]([CH2:25][CH3:26])[CH2:23][CH3:24])[N:15]=[CH:16][C:11]=2[CH:10]=1.[Cl:1][C:2]1[CH:7]=[CH:6][CH:5]=[C:4]([Cl:8])[C:3]=1[C:9]1[C:28]([NH:29][C:30]([NH:32][CH2:33][CH3:34])=[O:31])=[N:27][C:12]2[N:13]=[C:14]([NH:17][CH2:18][CH2:19][CH2:20][CH2:21][N:22]([CH2:25][CH3:26])[CH2:23][CH3:24])[N:15]=[CH:16][C:11]=2[CH:10]=1 |f:3.4|. Procedure: To a solution of 1-[6-(2,6-dichlorophenyl)-2-(4-diethylamino-butylamino)-pyrido[2,3-d]pyrimidin-7-yl]-3-ethyl-urea (3.253 g) from Example 55 in water (250 mL) was added one equivalent of 1N hydrochloric acid (6.44 mL). The solution was stirred at room temperature until the solid was dissolved, filtered, and frozen. Lyophilization gave 3.63 g the hydrochloric acid salt of 1-[6-(2,6-dichlorophenyl)-2-(4-diethylamino-butylamino)-pyrido[2,3-d]pyrimidin-7-yl]-3-ethyl-urea, ESMS (20/80 MeOH/CH3CN+1% A...